Dataset: the Open Reaction Database (ORD), a public repository of structured organic reaction records. Task: describe an organic reaction: reactants, conditions, products, and yield Reactants: CC(=CCO)C=CCC(C)(C)C (3,7,7-trimethyl-2,4-octadien-1-ol), ice water, C(C)(=O)OC(C)=O (acetyl ether), P(Br)(Br)Br (phosphorus tribromide). The product is BrCC=C(C=CCC(C)(C)C)C (1-bromo-3,7,7-trimethyl-2,4-octadiene). Reaction SMILES: [CH3:1][C:2]([CH:6]=[CH:7][CH2:8][C:9]([CH3:12])([CH3:11])[CH3:10])=[CH:3][CH2:4]O.C(OC(=O)C)(=O)C.P(Br)(Br)[Br:21]>>[Br:21][CH2:4][CH:3]=[C:2]([CH3:1])[CH:6]=[CH:7][CH2:8][C:9]([CH3:12])([CH3:11])[CH3:10]. Reported procedure: A solution of 1.5 g. of 3,7,7-trimethyl-2,4-octadien-1-ol in 15 ml. of acetyl ether is added dropwise at -20° C. to 1.20 g. of phosphorus tribromide. The temperature is allowed to rise to 0° C. in the course of 30 minutes and then the mixture poured onto 30 ml. of ice-water. The mixture is extracted three times with diethyl ether, the extracts washed with water, 10% by weight aqueous potassium bicarbonate solution and semi-saturated and saturated aqueous sodium chloride solution and then dried o... The reactants are CC(COC1=NC(=C2N=CN(C2=N1)C1OCCCC1)N)(CCC)C (2-[(2,2-dimethylpentyl)oxy]-9-(tetrahydro-2H-pyran-2-yl)-9H-purin-6-amine), C1CC(=O)N(C1=O)Br (NBS), C(Cl)Cl (DCM). Run in C(Cl)(Cl)Cl (chloroform). Run at time 5 hour. Yields the product BrC=1N(C2=NC(=NC(=C2N1)N)OCC(CCC)(C)C)C1OCCCC1 (8-Bromo-2-[(2,2-dimethylpentyl)oxy]-9-(tetrahydro-2H-pyran-2-yl)-9H-purin-6-amine). Yield: 103.3%. Reaction SMILES: [CH3:1][C:2]([CH3:24])([CH2:21][CH2:22][CH3:23])[CH2:3][O:4][C:5]1[N:13]=[C:12]2[C:8]([N:9]=[CH:10][N:11]2[CH:14]2[CH2:19][CH2:18][CH2:17][CH2:16][O:15]2)=[C:7]([NH2:20])[N:6]=1.C1C(=O)N([Br:32])C(=O)C1.C(Cl)Cl>C(Cl)(Cl)Cl>[Br:32][C:10]1[N:11]([CH:14]2[CH2:19][CH2:18][CH2:17][CH2:16][O:15]2)[C:12]2[C:8]([N:9]=1)=[C:7]([NH2:20])[N:6]=[C:5]([O:4][CH2:3][C:2]([CH3:24])([CH3:1])[CH2:21][CH2:22][CH3:23])[N:13]=2. Reported procedure: To 2-[(2,2-dimethylpentyl)oxy]-9-(tetrahydro-2H-pyran-2-yl)-9H-purin-6-amine (372 mg) in dry chloroform (4.05 mL) at 0° C. was added NBS (209 mg) in a single portion. The reaction was warmed to room temperature and was stirred for 5 h. The mixture was taken up into DCM (20 mL) and washed with water (30 mL). The organics were separated and dried using a hydrophobic frit then concentrated in vacuo to afford the title compound as a green/brown viscous foam (475 mg). The reactants are ClC1=CC=C(C(=O)Cl)C=C1 (4-Chloro-benzoyl chloride), C(C)(C)(C)OC(CN1C(=NC2=C1C=CC(=C2)NCC2=CC=CC=C2)CCC)=O ((5-benzylamino-2-propyl-benzoimidazol-1-yl)-acetic acid tert-butyl ester), CCN(C(C)C)C(C)C (DIEA). The reagents and catalysts are CN(C)C=1C=CN=CC1 (DMAP). The solvent is C(Cl)Cl (CH2Cl2), Cl (HCl). Reaction conditions: time 8 hour. Product: C(C)(C)(C)OC(CN1C(=NC2=C1C=CC(=C2)N(C(C2=CC=C(C=C2)Cl)=O)CC2=CC=CC=C2)CCC)=O ({5-[Benzyl-(4-chloro-benzoyl)-amino]-2-propyl-benzoimidazol-1-yl}-acetic acid tert-butyl ester). RXN SMILES: [Cl:1][C:2]1[CH:10]=[CH:9][C:5]([C:6](Cl)=[O:7])=[CH:4][CH:3]=1.[C:11]([O:15][C:16](=[O:38])[CH2:17][N:18]1[C:22]2[CH:23]=[CH:24][C:25]([NH:27][CH2:28][C:29]3[CH:34]=[CH:33][CH:32]=[CH:31][CH:30]=3)=[CH:26][C:21]=2[N:20]=[C:19]1[CH2:35][CH2:36][CH3:37])([CH3:14])([CH3:13])[CH3:12].CCN(C(C)C)C(C)C>CN(C1C=CN=CC=1)C.C(Cl)Cl.Cl>[C:11]([O:15][C:16](=[O:38])[CH2:17][N:18]1[C:22]2[CH:23]=[CH:24][C:25]([N:27]([CH2:28][C:29]3[CH:30]=[CH:31][CH:32]=[CH:33][CH:34]=3)[C:6](=[O:7])[C:5]3[CH:9]=[CH:10][C:2]([Cl:1])=[CH:3][CH:4]=3)=[CH:26][C:21]=2[N:20]=[C:19]1[CH2:35][CH2:36][CH3:37])([CH3:14])([CH3:13])[CH3:12]. Reported procedure: 4-Chloro-benzoyl chloride (46 μL, 0.36 mmol) was added to a solution of (5-benzylamino-2-propyl-benzoimidazol-1-yl)-acetic acid tert-butyl ester (45 mg, 0.12 mmol), DIEA (41 μL, 0.24 mmol) and DMAP (15 mg, 0.12 mmol) in CH2Cl2 (1 mL), and stirred overnight at room temperature. The reaction solution was diluted with aqueous HCl (1.0 M) and filtered through an Extrelut column. The Extrelut column was washed with CH2Cl2, and the filtrate was concentrated to afford the subtitle compound that was use... Starting materials: C(C1=CC=CC=C1)N1N=CC(=C(C1=O)C1=CC=C(C=C1)F)OC (2-Benzyl-4-(4-fluorophenyl)-5-methoxy-3(2H)-pyridazinone), Br (HBr), N (NH3). Solvent: C(C)(=O)O (acetic acid). Yields the product C(C1=CC=CC=C1)N1N=CC(=C(C1=O)C1=CC=C(C=C1)F)O (2-Benzyl-4-(4-fluorophenyl)-5-hydroxy-3(2H)-pyridazinone). Reaction SMILES: [CH2:1]([N:8]1[C:13](=[O:14])[C:12]([C:15]2[CH:20]=[CH:19][C:18]([F:21])=[CH:17][CH:16]=2)=[C:11]([O:22]C)[CH:10]=[N:9]1)[C:2]1[CH:7]=[CH:6][CH:5]=[CH:4][CH:3]=1.Br.N>C(O)(=O)C>[CH2:1]([N:8]1[C:13](=[O:14])[C:12]([C:15]2[CH:20]=[CH:19][C:18]([F:21])=[CH:17][CH:16]=2)=[C:11]([OH:22])[CH:10]=[N:9]1)[C:2]1[CH:7]=[CH:6][CH:5]=[CH:4][CH:3]=1. Procedure: The product from Example 6 (1.24 g; 4 mmol) in 20 mL of acetic acid was treated with aqueous 48% HBr (25 mL). The mixture was heated at reflux for about 5 to about 8 hours (TLC analysis). The mixture was concentrated in vacuo. The product was dissolved in ethyl acetate, washed with 10% bicarbonate, brine and concentrated in vacuo. The residue was treated with diethyl ether-hexanes (2:1) and the solid was filtered to provide an almost pure product (yield: 1.16 g; 98%). 1H NMR (300 MHz, DMSO-d6) δ... RXN SMILES: C(OC([NH:8][C@H:9]([CH2:14][CH2:15][NH:16][S:17]([C:20]1[CH:25]=[CH:24][C:23]([CH3:26])=[CH:22][CH:21]=1)(=[O:19])=[O:18])[C:10]([O:12][CH3:13])=[O:11])=O)CCC.[ClH:27]>O1CCOCC1>[ClH:27].[NH2:8][C@H:9]([CH2:14][CH2:15][NH:16][S:17]([C:20]1[CH:21]=[CH:22][C:23]([CH3:26])=[CH:24][CH:25]=1)(=[O:19])=[O:18])[C:10]([O:12][CH3:13])=[O:11] |f:3.4|. The yield is 70.0%. The reactants are C(CCC)OC(=O)N[C@@H](C(=O)OC)CCNS(=O)(=O)C1=CC=C(C=C1)C (Methyl 2(R)-(N-butyloxycarbonylamino)-4-(p-toluenesulfonylamino)butyrate), Cl (HCl). Product: Cl.N[C@@H](C(=O)OC)CCNS(=O)(=O)C1=CC=C(C=C1)C (Methyl 2(R)-amino-4-(p-toluenesulfonylamino)butyrate hydrochloride). Run in O1CCOCC1 (dioxane). Procedure: Methyl 2(R)-(N-butyloxycarbonylamino)-4-(p-toluenesulfonylamino)butyrate (2.0 g, 5.18 mmol) was dissolved in 10 mL 4N HCl in dioxane and the solution was stirred for 1 hour and then concentrated. The residue was triturated with ether to give 1.16 g (70%) product. ES-MS: calcd M+1 287.2; found 287.0. Run at time 1 hour.